Dataset: the Open Reaction Database (ORD), a public repository of structured organic reaction records. Task: describe an organic reaction: reactants, conditions, products, and yield Starting materials: ClC1=C(C=CC=C1)C(C(C(=O)OCC)=CN(C)C)=O (ethyl 2-chloro-α-[(dimethylamino)methylene]-β-oxo-benzenepropanoate), ClC=1C=C(N)C=CC1F (3-chloro-4-fluoroaniline). Run in CCO (EtOH). Yields the product ClC1=C(C=CC=C1)C(C(C(=O)OCC)=CNC1=CC(=C(C=C1)F)Cl)=O (Ethyl 2-chloro-α-[[(3-chloro-4-fluorophenyl)amino]methylene]-β-oxo-benzenepropionate). The yield is 63.0%. RXN SMILES: [Cl:1][C:2]1[CH:7]=[CH:6][CH:5]=[CH:4][C:3]=1[C:8](=[O:19])[C:9](=[CH:15][N:16]([CH3:18])C)[C:10]([O:12][CH2:13][CH3:14])=[O:11].[Cl:20][C:21]1[CH:22]=C([CH:25]=[CH:26][C:27]=1[F:28])N>CCO>[Cl:1][C:2]1[CH:7]=[CH:6][CH:5]=[CH:4][C:3]=1[C:8](=[O:19])[C:9](=[CH:15][NH:16][C:18]1[CH:25]=[CH:26][C:27]([F:28])=[C:21]([Cl:20])[CH:22]=1)[C:10]([O:12][CH2:13][CH3:14])=[O:11]. Procedure: A solution of ethyl 2-chloro-α-[(dimethylamino)methylene]-β-oxo-benzenepropanoate (50 mg, 0.177 mmol) in 1 mL of EtOH was treated with neat 3-chloro-4-fluoroaniline (25.8 mg, 0.177 mmol). After stirring at rt until complete by TLC, the reaction was concentrated in vacuo. The residue was subjected to flash chromatography (1:1 EtOAc/hexanes), affording 42.6 mg (63%) of the product as a white solid, mp 96-102° C. 1H NMR (400 MHz, CDCl3 9:1 ratio of alkene isomers, major isomer NMR given) δ12.66 (d,... Starting materials: BrC1=C2CCN(C(C2=C(C=N1)OC)=O)CC1=CC(=C(C=C1)F)Cl (5-bromo-2-(3-chloro-4-fluorobenzyl)-8-methoxy-3,4-dihydro-2,6-naphthyridin-1(2H)-one), [N+]1(=CC=CC=C1)[O-] (pyridine N-oxide). Product: BrC1=C2CCN(C(C2=C(C(N1)=O)OC)=O)CC1=CC(=C(C=C1)F)Cl (5-Bromo-2-(3-chloro-4-fluorobenzyl)-8-methoxy-2,3,4,6-tetrahydro-2,6-naphthyridine-1,7-dione). RXN SMILES: [Br:1][C:2]1[N:11]=[CH:10][C:9]([O:12][CH3:13])=[C:8]2[C:3]=1[CH2:4][CH2:5][N:6]([CH2:15][C:16]1[CH:21]=[CH:20][C:19]([F:22])=[C:18]([Cl:23])[CH:17]=1)[C:7]2=[O:14].[N+]1([O-:30])C=CC=CC=1>>[Br:1][C:2]1[NH:11][C:10](=[O:30])[C:9]([O:12][CH3:13])=[C:8]2[C:3]=1[CH2:4][CH2:5][N:6]([CH2:15][C:16]1[CH:21]=[CH:20][C:19]([F:22])=[C:18]([Cl:23])[CH:17]=1)[C:7]2=[O:14]. Reported procedure: 5-Bromo-2-(3-chloro-4-fluorobenzyl)-8-methoxy-2,3,4,6-tetrahydro-2,6-naphthyridine-1,7-dione was prepared in a manner similar to that described in Example 12, step 7 to 9, except the oxidation of 5-bromo-2-(3-chloro-4-fluorobenzyl)-8-methoxy-3,4-dihydro-2,6-naphthyridin-1(2H)-one to the corresponding pyridine N-oxide was oxidized with hydrogen peroxide urea complex (Caron et al., Tetrahedron Lett., 2299, 2000). Starting materials: COc1cc(ccc1C=O)N1CCOCC1, CC1=CN=C(C=C1)N, [C-]#[N+]C1CCCCC1. Reagents/catalysts: O=C(O)C(F)(F)F (trifluoroacetic acid). Solvent: CC(C)O (isopropyl alcohol), CC(C)O (isopropylalcohol). Run at temperature 22 celsius, time 20 hour. Product: Cc1ccc2nc(c3ccc(cc3OC)N3CCOCC3)c(NC3CCCCC3)n2c1. Isolated yield 63.6%. Reaction SMILES: CC1=CC=C(N)N=C1.[C-]#[N+]C1CCCCC1.COC1=C(C=O)C=CC(=C1)N1CCOCC1>>COC1=C(C=CC(=C1)N1CCOCC1)C1=C(NC2CCCCC2)N2C=C(C)C=CC2=N1. Starting materials: CN1CCN(CC1)CCOC=1C=C(C(=CC1)N)N (4-(2-(4-methylpiperazin-1-yl)ethoxy)benzene-1,2-diamine), O (water), N#CBr (cyanogen bromide). Run in C(C)(=O)O (acetic acid). Run at time 15 minute. Product: CN1CCN(CC1)CCOC1=CC2=C(NC(=N2)N)C=C1 (5-(2-(4-methylpiperazin-1-yl)ethoxy)-1H-benzo[d]imidazol-2-amine). Isolated yield 149.4%. As a reaction SMILES: [CH3:1][N:2]1[CH2:7][CH2:6][N:5]([CH2:8][CH2:9][O:10][C:11]2[CH:12]=[C:13]([NH2:18])[C:14]([NH2:17])=[CH:15][CH:16]=2)[CH2:4][CH2:3]1.O.[N:20]#[C:21]Br>C(O)(=O)C>[CH3:1][N:2]1[CH2:7][CH2:6][N:5]([CH2:8][CH2:9][O:10][C:11]2[CH:16]=[CH:15][C:14]3[NH:17][C:21]([NH2:20])=[N:18][C:13]=3[CH:12]=2)[CH2:4][CH2:3]1. Procedure: A 100 mL flasked was charged with 4-(2-(4-methylpiperazin-1-yl)ethoxy)benzene-1,2-diamine (4.35 mmol), water (50 mL) and acetic acid (2 mL) and stirred at room temperature for 15 minutes. The reaction mixture was placed in an ice bath and then charged with cyanogen bromide (0.526 g, 5 mmol). The reaction mixture was allowed to warm to room temperature and stirred over night. The reaction mixture was concentrated under reduced pressure and redissolved in acetone, dried over anhydrous sodium sulfa... Reactants: Cl.C(C1=CC=CC=C1)(C1=CC=CC=C1)[C@@H]1CNCC[C@@H]1OCC1=CC(=CC=C1)OC(F)(F)F (cis-3-Benzhydryl-4-[[3-(trifluoromethoxy)benzyl]oxy]piperidine hydrochloride), C(C)(=O)O (acetic acid). The product is C(C)(=O)N1C[C@H]([C@H](CC1)OCC1=CC(=CC=C1)OC(F)(F)F)C(C1=CC=CC=C1)C1=CC=CC=C1 (cis1-Acetyl-3-benzhydryl-4-[[3-(trifluoromethoxy)benzyl]oxy]piperidine). RXN SMILES: Cl.[CH:2]([C@H:15]1[C@@H:20]([O:21][CH2:22][C:23]2[CH:28]=[CH:27][CH:26]=[C:25]([O:29][C:30]([F:33])([F:32])[F:31])[CH:24]=2)[CH2:19][CH2:18][NH:17][CH2:16]1)([C:9]1[CH:14]=[CH:13][CH:12]=[CH:11][CH:10]=1)[C:3]1[CH:8]=[CH:7][CH:6]=[CH:5][CH:4]=1.[C:34](O)(=[O:36])[CH3:35]>>[C:34]([N:17]1[CH2:18][CH2:19][C@H:20]([O:21][CH2:22][C:23]2[CH:28]=[CH:27][CH:26]=[C:25]([O:29][C:30]([F:33])([F:31])[F:32])[CH:24]=2)[C@H:15]([CH:2]([C:9]2[CH:14]=[CH:13][CH:12]=[CH:11][CH:10]=2)[C:3]2[CH:4]=[CH:5][CH:6]=[CH:7][CH:8]=2)[CH2:16]1)(=[O:36])[CH3:35] |f:0.1|. Procedure: The compound (27.7 mg) obtained in Example 27 and acetic acid (6.9 μl) were reacted and treated in the same manner as in the method described in Example 33 to obtain the title compound.